describe an organic reaction: reactants, conditions, products, and yield From a dataset of the Open Reaction Database (ORD), a public repository of structured organic reaction records. Reactants: Cc1ccccc1, O=C(O)COc1nc(Cl)c(Cl)cc1Cl, O=S(Cl)Cl. The product is O=C(Cl)COc1nc(Cl)c(Cl)cc1Cl. Reaction SMILES: [CH3:19][c:20]1[cH:21][cH:22][cH:23][cH:24][cH:25]1.[Cl:1][c:2]1[c:3]([O:10][CH2:11][C:12](=[O:13])[OH:14])[n:4][c:5]([Cl:9])[c:6]([Cl:8])[cH:7]1.[S:15]([Cl:16])([Cl:17])=[O:18]>>[Cl:1][c:2]1[c:3]([O:10][CH2:11][C:12](=[O:14])[Cl:17])[n:4][c:5]([Cl:9])[c:6]([Cl:8])[cH:7]1. Starting materials: crude product, COC1=CC=C(C=C1)[C@@H]1SC2=C(N(C([C@@H]1O)=O)CCN(C)C)C=CC=C2F ((±)-cis-2-(4-methoxyphenyl)-3-hydroxy-5-[2-(dimethylamino)ethyl]-9-fluoro-2,3-dihydro-1,5-benzothiazepin-4(5H)-one), C(C)(=O)OC(C)=O (acetic anhydride), Cl (hydrochloride). Product: Cl.COC1=CC=C(C=C1)[C@@H]1SC2=C(N(C([C@@H]1OC(C)=O)=O)CCN(C)C)C=CC=C2F ((±)-cis-2-(4-methoxyphenyl)-3-acetoxy-5-[2-(dimethylamino)ethyl]-9-fluoro-2,3-dihydro-1,5-benzothiazepin-4(5H)-one hydrochloride). RXN SMILES: [CH3:1][O:2][C:3]1[CH:8]=[CH:7][C:6]([C@H:9]2[C@@H:15]([OH:16])[C:14](=[O:17])[N:13]([CH2:18][CH2:19][N:20]([CH3:22])[CH3:21])[C:12]3[CH:23]=[CH:24][CH:25]=[C:26]([F:27])[C:11]=3[S:10]2)=[CH:5][CH:4]=1.[ClH:28].[C:29](OC(=O)C)(=[O:31])[CH3:30]>>[ClH:28].[CH3:1][O:2][C:3]1[CH:8]=[CH:7][C:6]([C@H:9]2[C@@H:15]([O:16][C:29](=[O:31])[CH3:30])[C:14](=[O:17])[N:13]([CH2:18][CH2:19][N:20]([CH3:22])[CH3:21])[C:12]3[CH:23]=[CH:24][CH:25]=[C:26]([F:27])[C:11]=3[S:10]2)=[CH:5][CH:4]=1 |f:3.4|. Reported procedure: A mixture of 1 g of (±)-cis-2-(4-methoxyphenyl)-3-hydroxy-5-[2-(dimethylamino)ethyl]-9-fluoro-2,3-dihydro-1,5-benzothiazepin-4(5H)-one and 10 ml of acetic anhydride is treated in the same manner as described in Example 54. The crude product is converted to its hydrochloride and recrystallized from a mixture of isopropanol and ether. 0.729 g of (±)-cis-2-(4-methoxyphenyl)-3-acetoxy-5-[2-(dimethylamino)ethyl]-9-fluoro-2,3-dihydro-1,5-benzothiazepin-4(5H)-one hydrochloride is obtained. The reactants are CCOC(=O)C(=Cc1ccc(-c2cccc(NC)c2)cc1)OCC, Cc1ccc(N=C=O)cc1. The product is CCOC(=O)C(=Cc1ccc(-c2cccc(N(C)C(=O)Nc3ccc(C)cc3)c2)cc1)OCC. Reaction SMILES: [CH2:1]([CH3:2])[O:3][C:4]([C:5](=[O:6])[O:7][CH2:8][CH3:9])=[CH:10][c:11]1[cH:12][cH:13][c:14](-[c:17]2[cH:18][c:19]([NH:23][CH3:24])[cH:20][cH:21][cH:22]2)[cH:15][cH:16]1.[CH3:25][c:26]1[cH:27][cH:28][c:29]([N:32]=[C:33]=[O:34])[cH:30][cH:31]1>>[CH2:1]([CH3:2])[O:3][C:4]([C:5](=[O:6])[O:7][CH2:8][CH3:9])=[CH:10][c:11]1[cH:12][cH:13][c:14](-[c:17]2[cH:18][c:19]([N:23]([CH3:24])[C:33]([NH:32][c:29]3[cH:28][cH:27][c:26]([CH3:25])[cH:31][cH:30]3)=[O:34])[cH:20][cH:21][cH:22]2)[cH:15][cH:16]1. Reactants: solution, 33A, ClC1=C(C=CC=C1)O (2-chlorophenol), C(CC(O)(C(=O)[O-])CC(=O)[O-])(=O)[O-] (citrate). The product is ClC1=C(C=CC=C1)OC (2-chloroanisole). Reaction SMILES: [Cl:1][C:2]1[CH:7]=[CH:6][CH:5]=[CH:4][C:3]=1[OH:8].[C:9]([O-])(=O)CC(CC([O-])=O)(C([O-])=O)O>>[Cl:1][C:2]1[CH:7]=[CH:6][CH:5]=[CH:4][C:3]=1[O:8][CH3:9]. Procedure details: A 2 mM solution of 2-chlorophenol containing 1.23 mM chloromethane and buffered at pH 4.0 with 20 mM citrate buffer was incubated with 0.035 g of fungal mycelium (Phellinus pomaceus, NCWRF. FPRL 33A or CBS 137.42) at 25° C. for 12 h. 2-chloroanisole was formed at a rate of 16 nanomoles/g fungal mycelium/hour. The reactants are C1COCCO1, CCOCC, Cl, CC(C)N(CC(=O)OCc1ccc([N+](=O)[O-])cc1)C(=O)OC(C)(C)C. The product is Cl, CC(C)NCC(=O)OCc1ccc([N+](=O)[O-])cc1. Reaction SMILES: [CH2:32]1[O:33][CH2:34][CH2:35][O:36][CH2:37]1.[CH3:27][CH2:28][O:29][CH2:30][CH3:31].[ClH:26].[N+:1](=[O:2])([O-:3])[c:4]1[cH:5][cH:6][c:7]([CH2:8][O:9][C:10]([CH2:11][N:12]([CH:13]([CH3:14])[CH3:15])[C:16]([O:17][C:18]([CH3:19])([CH3:20])[CH3:21])=[O:22])=[O:23])[cH:24][cH:25]1>>[ClH:26].[N+:1](=[O:2])([O-:3])[c:4]1[cH:5][cH:6][c:7]([CH2:8][O:9][C:10]([CH2:11][NH:12][CH:13]([CH3:14])[CH3:15])=[O:23])[cH:24][cH:25]1. Starting materials: [Al+3], [Cl-], [Cl-], [Cl-], COc1c(F)c(Cl)cc2c1CCCC2=O, O, Cc1ccccc1C. Yields the product O=C1CCCc2c1cc(Cl)c(F)c2O. As a reaction SMILES: [Al+3:17].[Cl-:16].[Cl-:18].[Cl-:19].[Cl:1][c:2]1[c:3]([F:15])[c:4]([O:13][CH3:14])[c:5]2[c:10]([cH:11]1)[C:9](=[O:12])[CH2:8][CH2:7][CH2:6]2.[OH2:20].[c:21]1([CH3:22])[c:23]([CH3:24])[cH:25][cH:26][cH:27][cH:28]1>>[Cl:1][c:2]1[c:3]([F:15])[c:4]([OH:13])[c:5]2[c:10]([cH:11]1)[C:9](=[O:12])[CH2:8][CH2:7][CH2:6]2.